The task is: describe an organic reaction: reactants, conditions, products, and yield. This data is from the Open Reaction Database (ORD), a public repository of structured organic reaction records. Reactants: C1CCOC1, COc1cc(NC(=O)c2cccc(CSc3nc(N)n[nH]3)c2)cc(OC)c1OC, CCO, CN1CCOCC1, N#CBr. Product: COc1cc(NC(=O)c2cccc(CSc3nc(NC#N)n[nH]3)c2)cc(OC)c1OC. As a reaction SMILES: [CH2:43]1[O:44][CH2:45][CH2:46][CH2:47]1.[CH3:1][O:2][c:3]1[cH:4][c:5]([NH:13][C:14]([c:15]2[cH:16][c:17]([CH2:21][S:22][c:23]3[nH:24][n:25][c:26]([NH2:28])[n:27]3)[cH:18][cH:19][cH:20]2)=[O:29])[cH:6][c:7]([O:11][CH3:12])[c:8]1[O:9][CH3:10].[CH3:30][CH2:31][OH:32].[CH3:33][N:34]1[CH2:35][CH2:36][O:37][CH2:38][CH2:39]1.[N:40]#[C:41][Br:42]>>[CH3:1][O:2][c:3]1[cH:4][c:5]([NH:13][C:14]([c:15]2[cH:16][c:17]([CH2:21][S:22][c:23]3[nH:24][n:25][c:26]([NH:28][C:33]#[N:34])[n:27]3)[cH:18][cH:19][cH:20]2)=[O:29])[cH:6][c:7]([O:11][CH3:12])[c:8]1[O:9][CH3:10].